Task: describe an organic reaction: reactants, conditions, products, and yield. Dataset: the Open Reaction Database (ORD), a public repository of structured organic reaction records Starting materials: C(CCC)OCCOC1=CC=C(C=C1)C=1C=CC2=C(C=C(CCN2C(C(F)(F)F)=O)C(=O)NC2=CC(=C(C=C2)C(C2=[N+](C=CC=C2)[O-])O)C)C1 (7-[4-(2-butoxyethoxy)phenyl]-N-[4-[hydroxy(1-oxidopyridin-2-yl)methyl]-3-methylphenyl]-1-trifluoroacetyl-2,3-dihydro-1H-1-benzazepine-4-carboxamide), [BH4-].[Na+] (sodium borohydride). Run in C(C)O (ethanol). Reaction conditions: time 8 hour. The product is C(CCC)OCCOC1=CC=C(C=C1)C=1C=CC2=C(C=C(CCN2)C(=O)NC2=CC(=C(C=C2)C(C2=[N+](C=CC=C2)[O-])O)C)C1 (7-[4-(2-butoxyethoxy)phenyl]-N-[4-[hydroxy(1-oxidopyridin-2-yl)methyl]-3-methylphenyl]-2,3-dihydro-1H-1-benzazepine-4-carboxamide). Yield: 96.6%. As a reaction SMILES: [CH2:1]([O:5][CH2:6][CH2:7][O:8][C:9]1[CH:14]=[CH:13][C:12]([C:15]2[CH:16]=[CH:17][C:18]3[N:24](C(=O)C(F)(F)F)[CH2:23][CH2:22][C:21]([C:31]([NH:33][C:34]4[CH:39]=[CH:38][C:37]([CH:40]([OH:48])[C:41]5[CH:46]=[CH:45][CH:44]=[CH:43][N+:42]=5[O-:47])=[C:36]([CH3:49])[CH:35]=4)=[O:32])=[CH:20][C:19]=3[CH:50]=2)=[CH:11][CH:10]=1)[CH2:2][CH2:3][CH3:4].[BH4-].[Na+]>C(O)C>[CH2:1]([O:5][CH2:6][CH2:7][O:8][C:9]1[CH:10]=[CH:11][C:12]([C:15]2[CH:16]=[CH:17][C:18]3[NH:24][CH2:23][CH2:22][C:21]([C:31]([NH:33][C:34]4[CH:39]=[CH:38][C:37]([CH:40]([OH:48])[C:41]5[CH:46]=[CH:45][CH:44]=[CH:43][N+:42]=5[O-:47])=[C:36]([CH3:49])[CH:35]=4)=[O:32])=[CH:20][C:19]=3[CH:50]=2)=[CH:13][CH:14]=1)[CH2:2][CH2:3][CH3:4] |f:1.2|. Procedure: 7-[4-(2-butoxyethoxy)phenyl]-N-[4-[hydroxy(1-oxidopyridin-2-yl)methyl]-3-methylphenyl]-1-trifluoroacetyl-2,3-dihydro-1H-1-benzazepine-4-carboxamide (0.77 g) was dissolved in ethanol (200 ml), and to the solution, sodium borohydride (0.13 g) was added under ice-cooling and the mixture was stirred overnight at room temperature. The solvent was distilled off, and to the residue was added water, and the mixture was extracted with ethyl acetate. The organic layer was washed with water and saturated b... Reactants: CC[SiH](CC)CC, COC(=O)Cn1c(C)cc2cc(F)ccc21, O=Cc1ccccc1S(=O)(=O)O, ClCCCl, [Na], O=C(O)C(F)(F)F. Yields the product COC(=O)Cn1c(C)c(Cc2ccccc2S(=O)(=O)O)c2cc(F)ccc21. Reaction SMILES: [CH2:30]([SiH:31]([CH2:32][CH3:33])[CH2:34][CH3:35])[CH3:36].[CH3:1][O:2][C:3]([CH2:4][n:5]1[c:6]([CH3:15])[cH:7][c:8]2[cH:9][c:10]([F:14])[cH:11][cH:12][c:13]12)=[O:16].[CH:18](=[O:19])[c:20]1[c:21]([S:26](=[O:27])(=[O:28])[OH:29])[cH:22][cH:23][cH:24][cH:25]1.[Cl:44][CH2:45][CH2:46][Cl:47].[Na:17].[OH:37][C:38]([C:39]([F:40])([F:41])[F:42])=[O:43]>>[CH3:1][O:2][C:3]([CH2:4][n:5]1[c:6]([CH3:15])[c:7]([CH2:18][c:20]2[c:21]([S:26](=[O:27])(=[O:28])[OH:29])[cH:22][cH:23][cH:24][cH:25]2)[c:8]2[cH:9][c:10]([F:14])[cH:11][cH:12][c:13]12)=[O:16]. Starting materials: C(C1=CC=CC=C1)(C1=CC=CC=C1)N1C=CC2=CC=C(C=C12)Cl (1-benzhydryl-6-chloro-1H-indole), C(=O)C1=CC=C(OCC(=O)OC)C=C1 (methyl 2-(4-formylphenoxy)acetate). The product is C(C1=CC=CC=C1)(C1=CC=CC=C1)N1C=C(C2=CC=C(C=C12)Cl)CC1=CC=C(OCC(=O)O)C=C1 (2-{4-[(1-benzhydryl-6-chloro-1H-indol-3-yl)methyl]phenoxy}acetic acid). RXN SMILES: [CH:1]([N:14]1[C:22]2[C:17](=[CH:18][CH:19]=[C:20]([Cl:23])[CH:21]=2)[CH:16]=[CH:15]1)([C:8]1[CH:13]=[CH:12][CH:11]=[CH:10][CH:9]=1)[C:2]1[CH:7]=[CH:6][CH:5]=[CH:4][CH:3]=1.[CH:24]([C:26]1[CH:37]=[CH:36][C:29]([O:30][CH2:31][C:32]([O:34]C)=[O:33])=[CH:28][CH:27]=1)=O>>[CH:1]([N:14]1[C:22]2[C:17](=[CH:18][CH:19]=[C:20]([Cl:23])[CH:21]=2)[C:16]([CH2:24][C:26]2[CH:37]=[CH:36][C:29]([O:30][CH2:31][C:32]([OH:34])=[O:33])=[CH:28][CH:27]=2)=[CH:15]1)([C:8]1[CH:9]=[CH:10][CH:11]=[CH:12][CH:13]=1)[C:2]1[CH:3]=[CH:4][CH:5]=[CH:6][CH:7]=1. Reported procedure: This compound was prepared from the 1-benzhydryl-6-chloro-1H-indole and methyl 2-(4-formylphenoxy)acetate according to the procedure in Example 117 Step 1. Yields the product CCCCS(=O)(=O)N(CC(=O)O)c1ccc(N2CCC(NCC(O)c3ccc(O)c(NS(C)(=O)=O)c3)CC2)cc1. Starting materials: CCCCS(=O)(=O)N(CC(=O)OCc1ccccc1)c1ccc(N2CCC(NCC(O)c3ccc(O)c(NS(C)(=O)=O)c3)CC2)cc1, CO. Reaction SMILES: [CH2:1]([c:2]1[cH:3][cH:4][cH:5][cH:6][cH:7]1)[O:8][C:9]([CH2:10][N:11]([c:12]1[cH:13][cH:14][c:15]([N:18]2[CH2:19][CH2:20][CH:21]([NH:24][CH2:25][CH:26]([c:27]3[cH:28][c:29]([NH:34][S:35](=[O:36])(=[O:37])[CH3:38])[c:30]([OH:33])[cH:31][cH:32]3)[OH:39])[CH2:22][CH2:23]2)[cH:16][cH:17]1)[S:40](=[O:41])(=[O:42])[CH2:43][CH2:44][CH2:45][CH3:46])=[O:47].[CH3:48][OH:49]>>[O:8]=[C:9]([CH2:10][N:11]([c:12]1[cH:13][cH:14][c:15]([N:18]2[CH2:19][CH2:20][CH:21]([NH:24][CH2:25][CH:26]([c:27]3[cH:28][c:29]([NH:34][S:35](=[O:36])(=[O:37])[CH3:38])[c:30]([OH:33])[cH:31][cH:32]3)[OH:39])[CH2:22][CH2:23]2)[cH:16][cH:17]1)[S:40](=[O:41])(=[O:42])[CH2:43][CH2:44][CH2:45][CH3:46])[OH:47]. Starting materials: ClC=1N=C(C2=C(N1)SC(=C2)CN2CCN(CC2)S(=O)(=O)C)N2CCOCC2 (2-Chloro-6-(4-methanesulfonyl-piperazin-1-ylmethyl)-4-morpholin-4-yl-thieno[2,3-d]pyrimidine), C(C)(C)(C)OC(N(C1=NC=C(C=C1)B1OC(C(O1)(C)C)(C)C)CC)=O (ethyl-[5-(4,4,5,5-tetramethyl-[1,3,2]dioxaborolan-2-yl)-pyridin-2-yl]-carbamic acid tert-butyl ester). Yields the product C(C)NC1=NC=C(C=C1)C=1N=C(C2=C(N1)SC(=C2)CN2CCN(CC2)S(=O)(=O)C)N2CCOCC2 (N-ethyl-5-(6-((4-(methylsulfonyl)piperazin-1-yl)methyl)-4-morpholinothieno[2,3-d]pyrimidin-2-yl)pyridin-2-amine). As a reaction SMILES: Cl[C:2]1[N:3]=[C:4]([N:22]2[CH2:27][CH2:26][O:25][CH2:24][CH2:23]2)[C:5]2[CH:10]=[C:9]([CH2:11][N:12]3[CH2:17][CH2:16][N:15]([S:18]([CH3:21])(=[O:20])=[O:19])[CH2:14][CH2:13]3)[S:8][C:6]=2[N:7]=1.C(OC(=O)[N:34]([CH2:50][CH3:51])[C:35]1[CH:40]=[CH:39][C:38](B2OC(C)(C)C(C)(C)O2)=[CH:37][N:36]=1)(C)(C)C>>[CH2:50]([NH:34][C:35]1[CH:40]=[CH:39][C:38]([C:2]2[N:3]=[C:4]([N:22]3[CH2:27][CH2:26][O:25][CH2:24][CH2:23]3)[C:5]3[CH:10]=[C:9]([CH2:11][N:12]4[CH2:17][CH2:16][N:15]([S:18]([CH3:21])(=[O:20])=[O:19])[CH2:14][CH2:13]4)[S:8][C:6]=3[N:7]=2)=[CH:37][N:36]=1)[CH3:51]. Reported procedure: 2-Chloro-6-(4-methanesulfonyl-piperazin-1-ylmethyl)-4-morpholin-4-yl-thieno[2,3-d]pyrimidine was reacted with ethyl-[5-(4,4,5,5-tetramethyl-[1,3,2]dioxaborolan-2-yl)-pyridin-2-yl]-carbamic acid tert-butyl ester in General Procedure A. Purification on silica yielded 365. NMR: (CDCl3): 1.31 (3 H, t, J 7.2, Me), 2.65-2.68 (4 H, m), 2.82 (3 H, s, Me), 3.28-3.31 (4 H, m), 3.38-3.44 (2 H, m, CH2), 3.81 (2 H, s, CH2), 3.88-3.90 (4 H, m), 3.94-3.97 (4 H, m), 4.71-4.74 (1 H, m, NH), 6.45 (1 H, d, J 8.7, ... The reactants are OC1=CC2=C(C(OC(O2)(C)C)=O)C=C1 (7-Hydroxy-2,2-dimethyl-benzo[1,3]dioxin-4-one), O (water), FC=1C=C(C=O)C=CC1F (3,4-difluorobenzaldehyde), C([O-])([O-])=O.[K+].[K+] (potassium carbonate). The solvent is CN(C=O)C (dimethylformamide). Conditions: temperature 80 celsius, time 24 hour. Product: CC1(OC2=C(C(O1)=O)C=CC(=C2)OC2=C(C=C(C=O)C=C2)F)C (4-(2,2-Dimethyl-4-oxo-4H-benzo[1,3]dioxin-7-yloxy)-3-fluoro-benzaldehyde). Reaction SMILES: [OH:1][C:2]1[CH:14]=[CH:13][C:5]2[C:6](=[O:12])[O:7][C:8]([CH3:11])([CH3:10])[O:9][C:4]=2[CH:3]=1.[F:15][C:16]1[CH:17]=[C:18]([CH:21]=[CH:22][C:23]=1F)[CH:19]=[O:20].C(=O)([O-])[O-].[K+].[K+].O>CN(C)C=O>[CH3:11][C:8]1([CH3:10])[O:7][C:6](=[O:12])[C:5]2[CH:13]=[CH:14][C:2]([O:1][C:23]3[CH:22]=[CH:21][C:18]([CH:19]=[O:20])=[CH:17][C:16]=3[F:15])=[CH:3][C:4]=2[O:9]1 |f:2.3.4|. Reported procedure: 7-Hydroxy-2,2-dimethyl-benzo[1,3]dioxin-4-one (I-1a: 12.9 g), 3,4-difluorobenzaldehyde (9.45 g) and potassium carbonate (27.6 g) were combined in dimethylformamide (100 mL) and stirred as the reaction mixture was heated to 80° C. After 24 hours, the reaction mixture was cooled to ambient temperature, combined with water, and extracted with ethyl acetate. The combined organic phases were dried over magnesium sulfate, filtered, and evaporated. The residue was purified by column chromatography on s... The reactants are ClC=1C=C(N)C=CC1OC (3-chloro-4-methoxyaniline), Cl (HCl), C(\C=C\C)=O (crotonaldehyde). Run in C1(=CC=CC=C1)C (Toluene). Conditions: temperature 100 celsius. Yields the product ClC1=C(C=C2C=CC(=NC2=C1)C)OC (7-chloro-6-methoxy-2-methylquinoline). The yield is 50.1%. Reaction SMILES: [Cl:1][C:2]1[CH:3]=[C:4]([CH:6]=[CH:7][C:8]=1[O:9][CH3:10])[NH2:5].Cl.[CH:12](=O)/[CH:13]=[CH:14]/[CH3:15]>C1(C)C=CC=CC=1>[Cl:1][C:2]1[CH:3]=[C:4]2[C:6]([CH:12]=[CH:13][C:14]([CH3:15])=[N:5]2)=[CH:7][C:8]=1[O:9][CH3:10]. Procedure details: To 3-chloro-4-methoxyaniline (1A) (5.0 g, 31.7 mmol) was added 6 M HCl (100 mL) and the reaction was heated to 100° C. with stirring. Toluene (30 mL) was added followed by the slow addition of crotonaldehyde (5.3 mL, 63.5 mmol) at 100° C. The mixture was stirred at 100° C. for 2 hours and cooled to room temperature. The water layer was separated and neutralized with 2 M NaOH solution to pH ˜8. The solid that formed was filtered and collected. The crude product was purified by flash column chroma...